From a dataset of the Open Reaction Database (ORD), a public repository of structured organic reaction records. describe an organic reaction: reactants, conditions, products, and yield Reaction SMILES: [C:36](=[O:37])([O-:38])[O-:39].[CH3:44][C:45]#[N:46].[Cl:2][CH2:3][CH2:4][N:5]1[CH2:6][CH2:7][C:8]([C:11](=[O:12])[O:13][CH2:14][CH3:15])([CH2:16][CH2:17][CH2:18][c:19]2[c:20]([F:29])[cH:21][n:22][c:23]3[cH:24][cH:25][cH:26][cH:27][c:28]23)[CH2:9][CH2:10]1.[ClH:1].[I-:43].[K+:40].[K+:41].[K+:42].[s:30]1[c:31]([SH:35])[cH:32][cH:33][cH:34]1>>[CH2:3]([CH2:4][N:5]1[CH2:6][CH2:7][C:8]([C:11](=[O:12])[O:13][CH2:14][CH3:15])([CH2:16][CH2:17][CH2:18][c:19]2[c:20]([F:29])[cH:21][n:22][c:23]3[cH:24][cH:25][cH:26][cH:27][c:28]23)[CH2:9][CH2:10]1)[S:35][c:31]1[s:30][cH:34][cH:33][cH:32]1. Product: CCOC(=O)C1(CCCc2c(F)cnc3ccccc23)CCN(CCSc2cccs2)CC1. Reactants: O=C([O-])[O-], CC#N, CCOC(=O)C1(CCCc2c(F)cnc3ccccc23)CCN(CCCl)CC1, Cl, [I-], [K+], [K+], [K+], Sc1cccs1.